describe an organic reaction: reactants, conditions, products, and yield From a dataset of the Open Reaction Database (ORD), a public repository of structured organic reaction records. Starting materials: [H-].[Na+] (sodium hydride), C(C1=CC=CC=C1)Cl (benzyl chloride), O (Water), C(C)OC(C(CO)=C)OCC (3-hydroxy-2-methylenepropionaldehyde-diethylacetal). The solvent is CN(C=O)C (dimethylformamide), O1CCCC1 (tetrahydrofuran), CN(C=O)C (dimethylformamide), CN(C=O)C (dimethylformamide), O1CCCC1 (tetrahydrofuran), O1CCCC1 (tetrahydrofuran). Run at time 2 hour. Product: C(C)OC(C(COCC1=CC=CC=C1)=C)OCC (3-benzyloxy-2-methylenepropionaldehyde-diethylacetal). As a reaction SMILES: [H-].[Na+].[CH2:3]([O:5][CH:6]([O:11][CH2:12][CH3:13])[C:7](=[CH2:10])[CH2:8][OH:9])[CH3:4].[CH2:14](Cl)[C:15]1[CH:20]=[CH:19][CH:18]=[CH:17][CH:16]=1.O>O1CCCC1.CN(C)C=O>[CH2:12]([O:11][CH:6]([O:5][CH2:3][CH3:4])[C:7](=[CH2:10])[CH2:8][O:9][CH2:14][C:15]1[CH:20]=[CH:19][CH:18]=[CH:17][CH:16]=1)[CH3:13] |f:0.1|. Procedure: 3.0 g (62.4 mmol) of 50% sodium hydride dispersion in mineral oil are placed in 50 ml of tetrahydrofuran and 40 ml of dimethylformamide, a solution of 10.0 g (62.4 mmol) of 3-hydroxy-2-methylenepropionaldehyde-diethylacetal in 10 ml of tetrahydrofuran is slowly added dropwise at 0°, and the mixture is stirred at 0° for 2 hours. The mixture is diluted with 15 ml of tetrahydrofuran and 10 ml of dimethylformamide and stirred at room temperature for a further 2 hours. 7.2 ml (62.4 mmol) of benzyl ch...